This data is from the Open Reaction Database (ORD), a public repository of structured organic reaction records. The task is: describe an organic reaction: reactants, conditions, products, and yield Reactants: COC1=C(OCC(=O)O)C=CC(=C1)C=O ((2-Methoxy-4-formylphenoxy)acetic acid), Cl (hydrochloric acid), C(CCC)N (butylamine), [N+](=O)([O-])CCC (nitro-propane). Solvent: C1=CC=CC=C1 (benzene), C(C)(=O)O (acetic acid), O (water). Conditions: time 30 minute. The product is COC1=C(OCC(=O)O)C=CC(=C1)C=C(C)[N+](=O)[O-] ([2-Methoxy-4-(2-nitro-1-propenyl)-phenoxy]acetic acid). RXN SMILES: [CH3:1][O:2][C:3]1[CH:13]=[C:12]([CH:14]=O)[CH:11]=[CH:10][C:4]=1[O:5][CH2:6][C:7]([OH:9])=[O:8].C(N)CCC.[N+:21]([CH2:24][CH2:25]C)([O-:23])=[O:22].Cl>C(O)(=O)C.O.C1C=CC=CC=1>[CH3:1][O:2][C:3]1[CH:13]=[C:12]([CH:14]=[C:24]([N+:21]([O-:23])=[O:22])[CH3:25])[CH:11]=[CH:10][C:4]=1[O:5][CH2:6][C:7]([OH:9])=[O:8]. Procedure: (2-Methoxy-4-formylphenoxy)acetic acid (10.5 g, 0.05 mole), butylamine (14.6 g, 0.2 mole) and benzene were united and refluxed in a flask equipped with a Dean-Stark water separator. The mixture was refluxed for 4 hours and then the benzene removed by distillation at reduced pressure. The residue consisted of 2-methoxy-4-(butyliminomethylene)-phenoxy)acetic acid which was treated with nitro-propane (17.8 g, 0.2 mole) and acetic acid (50 ml) and heated to boiling. After standing for 30 minutes the... Reactants: C(C)(=O)N1CCN(CC1)C(=O)C1=CC=C(C=C1)NC1=NC=CC(=N1)C1=CC=C(C=C1)[N+](=O)[O-] (1-acetyl-4-[(4-{[4-(4-nitrophenyl)pyrimidin-2-yl}amino}phenyl)carbonyl}piperazine). The reagents and catalysts are C(C)(=O)O (acetic acid), [Pd] (Palladium-Charcoal). Solvent: CO (methanol). Reaction conditions: time 6 hour. Product: C(C)(=O)N1CCN(CC1)C(=O)C1=CC=C(C=C1)NC1=NC=CC(=N1)C1=CC=C(C=C1)N (1-Acetyl-4-[(4-{[4-(4-aminophenyl)pyrimidin-2-yl}amino}phenyl)carbonyl}piperazine). As a reaction SMILES: [C:1]([N:4]1[CH2:9][CH2:8][N:7]([C:10]([C:12]2[CH:17]=[CH:16][C:15]([NH:18][C:19]3[N:24]=[C:23]([C:25]4[CH:30]=[CH:29][C:28]([N+:31]([O-])=O)=[CH:27][CH:26]=4)[CH:22]=[CH:21][N:20]=3)=[CH:14][CH:13]=2)=[O:11])[CH2:6][CH2:5]1)(=[O:3])[CH3:2]>CO.C(O)(=O)C.[Pd]>[C:1]([N:4]1[CH2:9][CH2:8][N:7]([C:10]([C:12]2[CH:13]=[CH:14][C:15]([NH:18][C:19]3[N:24]=[C:23]([C:25]4[CH:26]=[CH:27][C:28]([NH2:31])=[CH:29][CH:30]=4)[CH:22]=[CH:21][N:20]=3)=[CH:16][CH:17]=2)=[O:11])[CH2:6][CH2:5]1)(=[O:3])[CH3:2]. Reported procedure: To a solution of 1-acetyl-4-[(4-{[4-(4-nitrophenyl)pyrimidin-2-yl}amino}phenyl)carbonyl}piperazine (150 mg, 0.34 mmol) in methanol (5 mL) containing a few drops of acetic acid, is added 100 mg of 10% Palladium-Charcoal. The solution is then hydrogenated at 50 psi for 6 h at which time there remains no starting material. The solution is then filtered through a pad of Celite which gives 135 mg (95%) of essentially pure reduced material as a brown oil. The reactants are C, CCOC(C)=O, O=[N+]([O-])c1cccc(CNCCc2ccccc2)c1, [Pd]. Product: Nc1cccc(CNCCc2ccccc2)c1. RXN SMILES: [C:20].[CH3:22][CH2:23][O:24][C:25](=[O:26])[CH3:27].[N+:1]([O-:2])(=[O:3])[c:4]1[cH:5][c:6]([CH2:10][NH:11][CH2:12][CH2:13][c:14]2[cH:15][cH:16][cH:17][cH:18][cH:19]2)[cH:7][cH:8][cH:9]1.[Pd:21]>>[NH2:1][c:4]1[cH:5][c:6]([CH2:10][NH:11][CH2:12][CH2:13][c:14]2[cH:15][cH:16][cH:17][cH:18][cH:19]2)[cH:7][cH:8][cH:9]1. Reactants: O (water), [Cl-].O[NH3+] (hydroxylammonium chloride), C(C)(=O)[O-].[Na+] (sodium acetate), FC(C=1C=C(CN(C2=C(C=O)C=C(C=C2)C(F)(F)F)CC)C=C(C1)C(F)(F)F)(F)F (2-[(3,5-Bis-trifluoromethyl-benzyl)-ethyl-amino]-5-trifluoromethyl-benzaldehyde). The solvent is [Cl-].[Na+].O (brine), C(C)O (ethanol). Run at temperature 60 celsius, time 1 hour. Product: FC(C=1C=C(CN(C2=C(C=NO)C=C(C=C2)C(F)(F)F)CC)C=C(C1)C(F)(F)F)(F)F (2-[(3,5-bis-trifluoromethyl-benzyl)-ethyl-amino]-5-trifluoromethyl-benzaldehydeoxime). The yield is 85.8%. As a reaction SMILES: [F:1][C:2]([F:30])([F:29])[C:3]1[CH:4]=[C:5]([CH:22]=[C:23]([C:25]([F:28])([F:27])[F:26])[CH:24]=1)[CH2:6][N:7]([CH2:20][CH3:21])[C:8]1[CH:15]=[CH:14][C:13]([C:16]([F:19])([F:18])[F:17])=[CH:12][C:9]=1[CH:10]=O.[Cl-].[OH:32][NH3+:33].C([O-])(=O)C.[Na+].O>C(O)C.[Cl-].[Na+].O>[F:1][C:2]([F:30])([F:29])[C:3]1[CH:4]=[C:5]([CH:22]=[C:23]([C:25]([F:28])([F:27])[F:26])[CH:24]=1)[CH2:6][N:7]([CH2:20][CH3:21])[C:8]1[CH:15]=[CH:14][C:13]([C:16]([F:19])([F:18])[F:17])=[CH:12][C:9]=1[CH:10]=[N:33][OH:32] |f:1.2,3.4,7.8.9|. Reported procedure: 2-[(3,5-Bis-trifluoromethyl-benzyl)-ethyl-amino]-5-trifluoromethyl-benzaldehyde (275 mg) is dissolved in ethanol (2.5 ml) and thereto are added hydroxylammonium chloride (86 mg) and sodium acetate (102 mg), and the mixture is stirred at 60° C. under nitrogen atmosphere for 1 hour and a half. To the reaction solution are added a saturated brine and water, and the mixture is extracted with ethyl acetate, and the organic layer is washed with a saturated brine, dried over magnesium sulfate, and conc... As a reaction SMILES: [NH:1]([C:8]1[CH:13]=[CH:12][CH:11]=[CH:10][C:9]=1[NH:14][CH2:15][C:16]([O:18][C:19]([CH3:22])([CH3:21])[CH3:20])=[O:17])[C:2]1[CH:7]=[CH:6][CH:5]=[CH:4][CH:3]=1.[C:23](Cl)(=[O:28])[CH2:24][C:25](Cl)=[O:26]>C1COCC1>[O:26]=[C:25]1[N:14]([CH2:15][C:16]([O:18][C:19]([CH3:22])([CH3:21])[CH3:20])=[O:17])[C:9]2[CH:10]=[CH:11][CH:12]=[CH:13][C:8]=2[N:1]([C:2]2[CH:3]=[CH:4][CH:5]=[CH:6][CH:7]=2)[C:23](=[O:28])[CH2:24]1. Procedure details: To 100 mL of THF at 0° C. was added dropwise over 20 min simultaneously a solution of the tert-butyl N-(2-anilinophenyl)glycinate (9.5 g, 31.8 mM) in 100 mL of THF and solution of malonyl dichloride (5.38 mL, 38.21 mM) in 100 mL of THF. The resulting solution was stirred at RT for 20 h and the solvent removed in vacuo. The resultant material was purified by silica gel flash column chromatography using hexanes/EtOAc 6/14 and the combined filtrates evaporated in vacuo to give 10.2 g of product. 1H... Reaction conditions: time 20 hour. The reactants are N(C1=CC=CC=C1)C1=C(C=CC=C1)NCC(=O)OC(C)(C)C (tert-butyl N-(2-anilinophenyl)glycinate), C(CC(=O)Cl)(=O)Cl (malonyl dichloride). Solvent: C1CCOC1 (THF), C1CCOC1 (THF), C1CCOC1 (THF). The product is O=C1CC(N(C2=C(N1CC(=O)OC(C)(C)C)C=CC=C2)C2=CC=CC=C2)=O (tert-butyl (2,4-dioxo-5-phenyl-2,3,4,5-tetrahydro-1H-1,5-benzodiazepin-1-yl)acetate).